Dataset: the Open Reaction Database (ORD), a public repository of structured organic reaction records. Task: describe an organic reaction: reactants, conditions, products, and yield Starting materials: OC[C@@H](CC)NC1=NC=2N(C(=N1)NCC1=CC=C(C=C1)C1=NC=CC=C1)N=CC2C(C)C ((R)-2-(1-hydroxybut-2-ylamino)-8-isopropyl-4-[4-(pyridin-2-yl)benzylamino]pyrazolo[1,5-a]-1,3,5-triazine), NC[C@H](CO)O ((R)-3-amino-1,2-propanediol). Yields the product OC[C@@H](CNC1=NC=2N(C(=N1)NCC1=CC=C(C=C1)C1=NC=CC=C1)N=CC2C(C)C)O ((R)-2-(1,2-dihydroxypropan-3-ylamino)-8-isopropyl-4-[4-(pyridin-2-yl)benzylamino]pyrazolo[1,5-a]-1,3,5-triazine). Isolated yield 35.0%. Reaction SMILES: [OH:1][CH2:2][C@H:3]([NH:6][C:7]1[N:12]=[C:11]([NH:13][CH2:14][C:15]2[CH:20]=[CH:19][C:18]([C:21]3[CH:26]=[CH:25][CH:24]=[CH:23][N:22]=3)=[CH:17][CH:16]=2)[N:10]2[N:27]=[CH:28][C:29]([CH:30]([CH3:32])[CH3:31])=[C:9]2[N:8]=1)CC.NC[C@@H](O)[CH2:36][OH:37]>>[OH:37][CH2:36][C@H:2]([OH:1])[CH2:3][NH:6][C:7]1[N:12]=[C:11]([NH:13][CH2:14][C:15]2[CH:20]=[CH:19][C:18]([C:21]3[CH:26]=[CH:25][CH:24]=[CH:23][N:22]=3)=[CH:17][CH:16]=2)[N:10]2[N:27]=[CH:28][C:29]([CH:30]([CH3:32])[CH3:31])=[C:9]2[N:8]=1. Procedure details: According to the same conditions resulting in the preparation of the compound 2, the compound 10 is prepared from IIa.2 by oxidation reaction of the sulfur atom and then introduction of commercial (R)-3-amino-1,2-propanediol. Yield=35%. Oil. 1H NMR (300 MHz, CDCl3): δ 8.69 (d, 1H, J=4.5 Hz, Harom), 7.98 (d, 2H, J=8.3 Hz, Harom), 7.79-7.70 (m, 2H, Harom) 7.66 (s, 1H, Harom), 7.45 (d, 2H, J=8.3 Hz, Harom), 7.27.28-7.22 (m, 1H, Harom), 6.80 (bs, 1H, NB), 4.78 (d, 2H, J=5.8 Hz, CH2), 3.83-3.79 (m, 1... Starting materials: C(C)C1(OCCO1)C=1SC=C(C1)C=O (2-(2-ethyl-[1,3]dioxolan-2-yl)thiophene-4-carbaldehyde), C(C)OP(=O)(OCC)CC=1C=C(C(C(=O)OC)=CC1)C(=O)OC (dimethyl 4-(diethoxyphosphorylmethyl)-phthalate), CC(C)([O-])C.[K+] (potassium tert-butoxide). Yields the product C(C)C1(OCCO1)C=1SC=C(C1)/C=C/C=1C=C(C(C(=O)OC)=CC1)C(=O)OC (Dimethyl 4-{(E)-2-[2-(2-Ethyl-[1,3]dioxolan-2-yl)-4-thienyl]vinyl}phthalate). Reaction SMILES: [CH2:1]([C:3]1([C:8]2[S:9][CH:10]=[C:11]([CH:13]=O)[CH:12]=2)[O:7][CH2:6][CH2:5][O:4]1)[CH3:2].C(OP([CH2:23][C:24]1[CH:25]=[C:26]([C:34]([O:36][CH3:37])=[O:35])[C:27](=[CH:32][CH:33]=1)[C:28]([O:30][CH3:31])=[O:29])(OCC)=O)C.CC(C)([O-])C.[K+]>>[CH2:1]([C:3]1([C:8]2[S:9][CH:10]=[C:11](/[CH:13]=[CH:23]/[C:24]3[CH:25]=[C:26]([C:34]([O:36][CH3:37])=[O:35])[C:27](=[CH:32][CH:33]=3)[C:28]([O:30][CH3:31])=[O:29])[CH:12]=2)[O:4][CH2:5][CH2:6][O:7]1)[CH3:2] |f:2.3|. Reported procedure: In a manner similar to that of Example 8(a), by reaction of 4.6 g (21.6 mmol) of 2-(2-ethyl-[1,3]dioxolan-2-yl)thiophene-4-carbaldehyde with 8.9 g (26 mmol) of dimethyl 4-(diethoxyphosphorylmethyl)-phthalate and 2.9 g (26 mmol) of potassium tert-butoxide, the desired product is obtained in the form of a yellow oil (m=7 g; Y=87%). Procedure: 16 stereoisomers of 50 were synthesized by the following procedure: To a solution of 49 (1.0 equiv) in THF (60 mL/mmol) was added 0.2 N LiOH (aq) (2.0 equiv) and 30% H2O2 (aq) (equal volume to LiOH (aq)). The solution was stirred for 3 h at room temperature, then acidified with 1 N HCl (aq) to pH=1 and extracted with CH2Cl2. The organic solution was dried over Na2SO4, concentrated under reduced pressure, and purified by flash chromatography to afford 50 in 64–84% yield on 0.020 to 0.030 mmol sca... As a reaction SMILES: C(S[C:9](=[O:46])[CH:10]([CH2:39][C:40]1[CH:45]=[CH:44][CH:43]=[CH:42][CH:41]=1)[CH:11]([OH:38])[CH:12]=[CH:13][CH:14]([OH:37])[CH2:15][CH:16]([NH:29][C:30]([O:32][C:33]([CH3:36])([CH3:35])[CH3:34])=[O:31])[CH2:17][C:18]1[CH:23]=[CH:22][C:21]([O:24][C:25]([CH3:28])([CH3:27])[CH3:26])=[CH:20][CH:19]=1)C1C=CC=CC=1.[Li+].[OH-:48].OO.Cl>C1COCC1>[CH2:39]([CH:10]([CH:11]([OH:38])[CH:12]=[CH:13][CH:14]([OH:37])[CH2:15][CH:16]([NH:29][C:30]([O:32][C:33]([CH3:35])([CH3:34])[CH3:36])=[O:31])[CH2:17][C:18]1[CH:23]=[CH:22][C:21]([O:24][C:25]([CH3:26])([CH3:28])[CH3:27])=[CH:20][CH:19]=1)[C:9]([OH:46])=[O:48])[C:40]1[CH:41]=[CH:42][CH:43]=[CH:44][CH:45]=1 |f:1.2|. Yields the product C(C1=CC=CC=C1)C(C(=O)O)C(C=CC(CC(CC1=CC=C(C=C1)OC(C)(C)C)NC(=O)OC(C)(C)C)O)O (2-Benzyl-8-tert-butoxycarbonylamino-9-(4-tert-butoxy-phenyl)-3,6-dihydroxy-non-4-enoic acid). Reaction conditions: time 3 hour. The reactants are C(C1=CC=CC=C1)SC(C(C(C=CC(CC(CC1=CC=C(C=C1)OC(C)(C)C)NC(=O)OC(C)(C)C)O)O)CC1=CC=CC=C1)=O (2-Benzyl-8-tert-butoxycarbonylamino-9-(4-tert-butoxy-phenyl)-3,6-dihydroxy-non-4-enethioic acid S-benzyl ester), [Li+].[OH-] (LiOH), OO (H2O2), Cl (HCl). Solvent: C1CCOC1 (THF). Procedure details: To a pressure tube containing N-[(4-chlorophenyl)methyl]-8-fluoro-4-hydroxy-6-iodo-3-quinolinecarboxamide of Example No. 5 (0.23 g), palladium (II) acetate (12 mg), and 1,3-bis(diphenylphosphino)propane (20 mg) is added DMF (5 mL), triethylamine (0.14 mL) and morpholine (0.13 mL). The reaction mixture is placed under an atmosphere of carbon monoxide gas, then tightly sealed and heated at 60° C. overnight. The reaction is cooled to room temperature and concentrated under reduced pressure. The res... Reagents/catalysts: C(C)(=O)[O-].[Pd+2].C(C)(=O)[O-] (palladium (II) acetate). The product is ClC1=CC=C(CNC(=O)C=2C=NC3=C(C=C(C=C3C2O)C(=O)N2CCOCC2)F)C=C1 (N-(4-Chlorobenzyl)-8-fluoro-4-hydroxy-6-(4-morpholinylcarbonyl)-3-quinolinecarboxamide). RXN SMILES: [Cl:1][C:2]1[CH:7]=[CH:6][C:5]([CH2:8][NH:9][C:10]([C:12]2[CH:13]=[N:14][C:15]3[C:20]([C:21]=2[OH:22])=[CH:19][C:18](I)=[CH:17][C:16]=3[F:24])=[O:11])=[CH:4][CH:3]=1.C1(P(C2C=CC=CC=2)CCCP(C2C=CC=CC=2)C2C=CC=CC=2)C=CC=CC=1.[CH3:54][N:55]([CH:57]=[O:58])[CH3:56].N1C[CH2:63][O:62][CH2:61]C1>C([O-])(=O)C.[Pd+2].C([O-])(=O)C.C(N(CC)CC)C>[Cl:1][C:2]1[CH:7]=[CH:6][C:5]([CH2:8][NH:9][C:10]([C:12]2[CH:13]=[N:14][C:15]3[C:20]([C:21]=2[OH:22])=[CH:19][C:18]([C:57]([N:55]2[CH2:56][CH2:63][O:62][CH2:61][CH2:54]2)=[O:58])=[CH:17][C:16]=3[F:24])=[O:11])=[CH:4][CH:3]=1 |f:4.5.6|. Reaction conditions: temperature 60 celsius. Solvent: C(C)N(CC)CC (triethylamine). Reactants: ClC1=CC=C(C=C1)CNC(=O)C=1C=NC2=C(C=C(C=C2C1O)I)F (N-[(4-chlorophenyl)methyl]-8-fluoro-4-hydroxy-6-iodo-3-quinolinecarboxamide), 5, C1(=CC=CC=C1)P(CCCP(C1=CC=CC=C1)C1=CC=CC=C1)C1=CC=CC=C1 (1,3-bis(diphenylphosphino)propane), CN(C)C=O (DMF), N1CCOCC1 (morpholine). Starting materials: [N+](=O)([O-])C1=C(C=C2NC(C(NC2=C1)=O)=O)S(=O)(=O)Cl (1,2,3,4-tetrahydro-7-nitro-2,3-dioxo-6-quinoxalinesulfonyl chloride), [NH4+] (ammonium), C(C)(=O)O (acetic acid). Run in O (water). Conditions: time 3 hour. Product: [N+](=O)([O-])C1=C(C=C2NC(C(NC2=C1)=O)=O)S(=O)(=O)N (1,2,3,4-tetrahydro-7-nitro-2,3-dioxo-6-quinoxaline sulfonamide). Yield: 17.0%. RXN SMILES: [N+:1]([C:4]1[CH:13]=[C:12]2[C:7]([NH:8][C:9](=[O:15])[C:10](=[O:14])[NH:11]2)=[CH:6][C:5]=1[S:16](Cl)(=[O:18])=[O:17])([O-:3])=[O:2].[NH4+:20].C(O)(=O)C>O>[N+:1]([C:4]1[CH:13]=[C:12]2[C:7]([NH:8][C:9](=[O:15])[C:10](=[O:14])[NH:11]2)=[CH:6][C:5]=1[S:16]([NH2:20])(=[O:18])=[O:17])([O-:3])=[O:2]. Procedure: A mixture of 4.58 g (0.015 mole) of 1,2,3,4-tetrahydro-7-nitro-2,3-dioxo-6-quinoxalinesulfonyl chloride and 30 ml of 25% ammonium hydroxyde is stirred at a temperature between 5° C. and 10° C. for 3 hours and then allowed to stand for 16 hours. To the mixture 6 ml of acetic acid and 40 ml of water are added, the separated crystals are filtered off, washed with water and acetone, dried and dissolved in a slight amount of hot dimethyl sulfoxide. The product is precipitated from this solution with ...